This data is from the Open Reaction Database (ORD), a public repository of structured organic reaction records. The task is: describe an organic reaction: reactants, conditions, products, and yield Starting materials: FC(C1=CC=C(C=C1)C=CC(=O)O)(F)F (3-(4-trifluoromethyl-phenyl)-acrylic acid), CN(C=1OC2=C(N1)C=C(C=C2)N)C2CCN(CC2)C (rac-N2-methyl-N2-(1-methyl-piperidin-4-yl)-benzooxazole-2,5-diamine), N1=CC=CC=C1 (pyridine), C(C(=O)Cl)(=O)Cl (oxalyl chloride). The reagents and catalysts are CN(C)C=O (DMF). The solvent is C(Cl)Cl (CH2Cl2), C(Cl)Cl (CH2Cl2). Reaction conditions: time 2 hour. The product is CN(C=1OC2=C(N1)C=C(C=C2)NC(C=CC2=CC=C(C=C2)C(F)(F)F)=O)CC2CN(CC2)C (N-{2-[Methyl-(1-methyl-pyrrolidin-3-ylmethyl)-amino]-benzooxazol-5-yl}-3-(4-trifluoromethyl-phenyl)-acrylamide). The yield is 115.3%. Reaction SMILES: C(Cl)(=O)C(Cl)=O.[F:7][C:8]([F:21])([F:20])[C:9]1[CH:14]=[CH:13][C:12]([CH:15]=[CH:16][C:17]([OH:19])=O)=[CH:11][CH:10]=1.[CH3:22][N:23]([CH:34]1[CH2:39][CH2:38][N:37]([CH3:40])[CH2:36][CH2:35]1)[C:24]1[O:25][C:26]2[CH:32]=[CH:31][C:30]([NH2:33])=[CH:29][C:27]=2[N:28]=1.N1C=CC=CC=1>CN(C=O)C.C(Cl)Cl>[CH3:22][N:23]([CH2:34][CH:39]1[CH2:35][CH2:36][N:37]([CH3:40])[CH2:38]1)[C:24]1[O:25][C:26]2[CH:32]=[CH:31][C:30]([NH:33][C:17](=[O:19])[CH:16]=[CH:15][C:12]3[CH:11]=[CH:10][C:9]([C:8]([F:7])([F:21])[F:20])=[CH:14][CH:13]=3)=[CH:29][C:27]=2[N:28]=1. Procedure details: Add oxalyl chloride (0.20 mL, 2.30 mmol) and 3 drops of DMF to a stirring suspension of 3-(4-trifluoromethyl-phenyl)-acrylic acid (0.249 g, 1.15 mmol) in CH2Cl2 (5.0 mL). Stir the reaction mixture at room temperature for 2 h. Concentrate the mixture in vacuo, add n-hexane, re-concentrate, and re-dissolve in CH2Cl2. Add the resultant 3-(4-trifluoromethyl-phenyl)-acryloyl chloride solution to a mixture of rac-N2-methyl-N2-(1-methyl-piperidin-4-yl)-benzooxazole-2,5-diamine (0.158 g, 0.607 mmol) and... Starting materials: COC(=O)C(Cc1ccccc1)NC(=O)C(Cc1ccccc1)NC(=O)CNC(=O)OCc1ccccc1, CC(=O)O, [H][H]. The product is COC(=O)C(Cc1ccccc1)NC(=O)C(Cc1ccccc1)NC(=O)CN. Reaction SMILES: [CH3:1][O:2][C:3]([CH:4]([NH:5][C:6]([CH:7]([NH:8][C:9]([CH2:10][NH:11][C:12]([O:13][CH2:14][c:15]1[cH:16][cH:17][cH:18][cH:19][cH:20]1)=[O:21])=[O:22])[CH2:23][c:24]1[cH:25][cH:26][cH:27][cH:28][cH:29]1)=[O:30])[CH2:31][c:32]1[cH:33][cH:34][cH:35][cH:36][cH:37]1)=[O:38].[CH3:41][C:42](=[O:43])[OH:44].[H:39][H:40]>>[CH3:1][O:2][C:3]([CH:4]([NH:5][C:6]([CH:7]([NH:8][C:9]([CH2:10][NH2:11])=[O:22])[CH2:23][c:24]1[cH:25][cH:26][cH:27][cH:28][cH:29]1)=[O:30])[CH2:31][c:32]1[cH:33][cH:34][cH:35][cH:36][cH:37]1)=[O:38]. Reactants: CCOC(C)=O, Cc1nn(C)c(C)c1Nc1ccccc1[N+](=O)[O-]. Reaction SMILES: [CH3:19][CH2:20][O:21][C:22](=[O:23])[CH3:24].[N+:1]([O-:2])(=[O:3])[c:4]1[c:5]([NH:10][c:11]2[c:12]([CH3:18])[n:13][n:14]([CH3:17])[c:15]2[CH3:16])[cH:6][cH:7][cH:8][cH:9]1>>[NH2:1][c:4]1[c:5]([NH:10][c:11]2[c:12]([CH3:18])[n:13][n:14]([CH3:17])[c:15]2[CH3:16])[cH:6][cH:7][cH:8][cH:9]1. Yields the product Cc1nn(C)c(C)c1Nc1ccccc1N.